Task: describe an organic reaction: reactants, conditions, products, and yield. Dataset: the Open Reaction Database (ORD), a public repository of structured organic reaction records Starting materials: O=C([O-])O, [Li]CCCC, CNS(C)(=O)=O, CCCCCC, Cl, COC(=O)c1cc(OC)c(OC)c(OC)c1N, [Na+], C1CCOC1. Product: CNS(=O)(=O)CC(=O)c1cc(OC)c(OC)c(OC)c1N. As a reaction SMILES: [C:30](=[O:31])([OH:32])[O-:33].[CH2:7]([Li:8])[CH2:9][CH2:10][CH3:11].[CH3:1][NH:2][S:3](=[O:4])(=[O:5])[CH3:6].[CH3:40][CH2:41][CH2:42][CH2:43][CH2:44][CH3:45].[ClH:29].[NH2:12][c:13]1[c:14]([C:15](=[O:16])[O:17][CH3:18])[cH:19][c:20]([O:27][CH3:28])[c:21]([O:25][CH3:26])[c:22]1[O:23][CH3:24].[Na+:34].[O:35]1[CH2:36][CH2:37][CH2:38][CH2:39]1>>[CH3:1][NH:2][S:3](=[O:4])(=[O:5])[CH2:6][C:15]([c:14]1[c:13]([NH2:12])[c:22]([O:23][CH3:24])[c:21]([O:25][CH3:26])[c:20]([O:27][CH3:28])[cH:19]1)=[O:16]. Reactants: CC1=CC(=NO1)C(=O)Cl (5-methylisoxazole-3-carbonyl chloride), NC1=NC(=NC2=CC(=C(C=C12)OC)OC)N1CCNCC1 (4-amino-6,7-dimethoxy-2-(1-piperazinyl) quinazoline). The solvent is O1CCOCC1 (dioxane), O1CCOCC1 (dioxane). The product is Cl.NC1=NC(=NC2=CC(=C(C=C12)OC)OC)N1CCN(CC1)C(=O)C1=NOC(=C1)C (4-Amino-6,7-dimethoxy-2-[4-(5-methylisoxazole-3-carbonyl)piperazin-1-yl]quinazoline Hydrochloride). As a reaction SMILES: [CH3:1][C:2]1[O:6][N:5]=[C:4]([C:7]([Cl:9])=[O:8])[CH:3]=1.[NH2:10][C:11]1[C:20]2[C:15](=[CH:16][C:17]([O:23][CH3:24])=[C:18]([O:21][CH3:22])[CH:19]=2)[N:14]=[C:13]([N:25]2[CH2:30][CH2:29][NH:28][CH2:27][CH2:26]2)[N:12]=1>O1CCOCC1>[ClH:9].[NH2:10][C:11]1[C:20]2[C:15](=[CH:16][C:17]([O:23][CH3:24])=[C:18]([O:21][CH3:22])[CH:19]=2)[N:14]=[C:13]([N:25]2[CH2:30][CH2:29][N:28]([C:7]([C:4]3[CH:3]=[C:2]([CH3:1])[O:6][N:5]=3)=[O:8])[CH2:27][CH2:26]2)[N:12]=1 |f:3.4|. Procedure details: A solution of 5-methylisoxazole-3-carbonyl chloride (0.41 g., 2.83 mmole) in dioxane was added to a solution of 4-amino-6,7-dimethoxy-2-(1-piperazinyl) quinazoline (0.82 g., 2.83 mmole) in dioxane. The mixture was treated as described in the previous example to give the title compound having a m.p. of 271°-273° C. with decomposition. Reactants: C(C1=CC=CC=C1)NC1=C2N=CN(C2=NC(=N1)F)C(C)C (benzyl-(2-fluoro-9-isopropyl-9H-purin-6-yl)-amine), CS(=O)C (DMSO), N[C@@H](C(C)O)CC ((2RS,3R)-3-amino-pentan-2-ol). Run in C(Cl)Cl.CCOCC.CO (CH2Cl2 Et2O MeOH). Reaction conditions: time 48 hour. Product: C(C1=CC=CC=C1)NC1=C2N=CN(C2=NC(=N1)N[C@@H](C(C)O)CC)C(C)C ((2RS, 3R)-3-(6-Benzylamino-9-isopropyl-9H-purin-2-ylamino)-pentan-2-ol). As a reaction SMILES: [CH2:1]([NH:8][C:9]1[N:17]=[C:16](F)[N:15]=[C:14]2[C:10]=1[N:11]=[CH:12][N:13]2[CH:19]([CH3:21])[CH3:20])[C:2]1[CH:7]=[CH:6][CH:5]=[CH:4][CH:3]=1.CS(C)=O.[NH2:26][C@H:27]([CH2:31][CH3:32])[CH:28]([OH:30])[CH3:29]>C(Cl)Cl.CCOCC.CO>[CH2:1]([NH:8][C:9]1[N:17]=[C:16]([NH:26][C@H:27]([CH2:31][CH3:32])[CH:28]([OH:30])[CH3:29])[N:15]=[C:14]2[C:10]=1[N:11]=[CH:12][N:13]2[CH:19]([CH3:21])[CH3:20])[C:2]1[CH:7]=[CH:6][CH:5]=[CH:4][CH:3]=1 |f:3.4.5|. Procedure details: To a stirred solution of benzyl-(2-fluoro-9-isopropyl-9H-purin-6-yl)-amine (0.34 g, 1.19 mmol) in BunOH/DMSO (5 mL, 4:1) at RT under Ar was added Pri2NEt (2.0 mL, 11.48 mmol) followed by (2RS,3R)-3-amino-pentan-2-ol (0.16 g, 1.55 mmol). The reaction mixture was placed in a preheated oil bath at 140° C. and stirred at this temperature for 48 h, when TLC (55:40:5 CH2Cl2 Et2O/MeOH) indicated the appearance of a lower running product together with some desired product. The reaction mixture was allow... Reactants: C(C)(C)(C)OC(C=CC1=CC=CC=C1)=O (tert-butylcinnamate), O1CCCC1 (tetrahydrofuran), (−)-camphorsulphonyl oxaziridine, C(C1=CC=CC=C1)N[C@H](C)C1=CC=CC=C1 ((1R)-N-benzyl-1-phenyl-1-ethanamine), C(CCC)[Li] (n-butyl lithium), solution, O1CCCC1 (tetrahydrofuran), [Cl-].[NH4+] (ammonium chloride). The solvent is CCCCCC (hexane). Run at temperature -78 celsius, time 15 minute. The product is C(C1=CC=CC=C1)N([C@@H]([C@H](C(=O)OC(C)(C)C)O)C1=CC=CC=C1)[C@H](C)C1=CC=CC=C1 (tert-Butyl (2R,3R)-3-{benzyl[(1R)-1-phenylethyl]amino}-2-hydroxy-3-phenylpropanoate). As a reaction SMILES: [CH2:1]([NH:8][C@@H:9]([C:11]1[CH:16]=[CH:15][CH:14]=[CH:13][CH:12]=1)[CH3:10])[C:2]1[CH:7]=[CH:6][CH:5]=[CH:4][CH:3]=1.C([Li])CCC.[C:22]([O:26][C:27](=[O:36])[CH:28]=[CH:29][C:30]1[CH:35]=[CH:34][CH:33]=[CH:32][CH:31]=1)([CH3:25])([CH3:24])[CH3:23].[Cl-].[NH4+].[O:39]1CCCC1>CCCCCC>[CH2:1]([N:8]([C@@H:9]([C:11]1[CH:16]=[CH:15][CH:14]=[CH:13][CH:12]=1)[CH3:10])[C@H:29]([C:30]1[CH:31]=[CH:32][CH:33]=[CH:34][CH:35]=1)[C@@H:28]([OH:39])[C:27]([O:26][C:22]([CH3:25])([CH3:23])[CH3:24])=[O:36])[C:2]1[CH:7]=[CH:6][CH:5]=[CH:4][CH:3]=1 |f:3.4|. Procedure details: To a solution of (1R)-N-benzyl-1-phenyl-1-ethanamine (16.6 g, 79 mmol) in tetrahydrofuran (200 ml) at −10° C. was added n-butyl lithium (46 ml of a 1.6M solution in hexane, 74 mmol) dropwise. The purple solution was stirred for 15 minutes, cooled to −78° C. and a solution of tert-butylcinnamate (10.0 g, 49 mmol) in tetrahydrofuran (100 ml) added dropwise. After stirring for 2 hours (−)-camphorsulphonyl oxaziridine (18 g, 79 mmol) was added portionwise and the reaction stirred at −78° C. for 1 ho... Starting materials: CCO, COCCN, CC(=O)O, COc1cc(C=O)c([N+](=O)[O-])cc1OC. Yields the product COCCN=Cc1cc(OC)c(OC)cc1[N+](=O)[O-]. RXN SMILES: [CH3:16][CH2:17][OH:18].[CH3:19][O:20][CH2:21][CH2:22][NH2:23].[CH3:24][C:25](=[O:26])[OH:27].[N+:1](=[O:2])([O-:3])[c:4]1[cH:5][c:6]([O:14][CH3:15])[c:7]([O:12][CH3:13])[cH:8][c:9]1[CH:10]=[O:11]>>[N+:1](=[O:2])([O-:3])[c:4]1[cH:5][c:6]([O:14][CH3:15])[c:7]([O:12][CH3:13])[cH:8][c:9]1[CH:10]=[N:23][CH2:22][CH2:21][O:20][CH3:19]. Starting materials: FC(C=1C=C(C=C(C1)C(F)(F)F)C(=O)N1C[C@H]([C@H](CC1)C1=CC(=CC=C1)Br)C1=CC=CC=C1)(F)F (rac-cis-(3,5-bis-trifluoromethyl-phenyl)-[4-(3-bromo-phenyl)-3-phenyl-piperidin-1-yl]-methanone), CN1CCNCC1 (1-methyl-piperazine), CC(C)([O-])C.[Na+] (sodium tert.-butoxide), bis(dibenzylidenacetone)palladium. Reagents/catalysts: C1(=CC=CC=C1)P(C1=C(C2=CC=CC=C2C=C1)C1=C(C=CC2=CC=CC=C12)P(C1=CC=CC=C1)C1=CC=CC=C1)C1=CC=CC=C1 (rac-2,2′-bis(diphenylphosphino)-1,1′-binaphthyl). The solvent is C1(=CC=CC=C1)C (toluene), O (water). The product is FC(C=1C=C(C=C(C1)C(F)(F)F)C(=O)N1C[C@H]([C@H](CC1)C1=CC(=CC=C1)N1CCN(CC1)C)C1=CC=CC=C1)(F)F (Rac-cis-(3,5-Bis-trifluoromethyl-phenyl)-{4-[3-(4-methyl-piperazin-1-yl)-phenyl]-3-phenyl-piperidin-1-yl}-methanone). The yield is 37.9%. RXN SMILES: [F:1][C:2]([F:35])([F:34])[C:3]1[CH:4]=[C:5]([C:13]([N:15]2[CH2:20][CH2:19][C@H:18]([C:21]3[CH:26]=[CH:25][CH:24]=[C:23](Br)[CH:22]=3)[C@H:17]([C:28]3[CH:33]=[CH:32][CH:31]=[CH:30][CH:29]=3)[CH2:16]2)=[O:14])[CH:6]=[C:7]([C:9]([F:12])([F:11])[F:10])[CH:8]=1.[CH3:36][N:37]1[CH2:42][CH2:41][NH:40][CH2:39][CH2:38]1.CC(C)([O-])C.[Na+]>C1(C)C=CC=CC=1.O.C1(P(C2C=CC=CC=2)C2C=CC3C(=CC=CC=3)C=2C2C3C(=CC=CC=3)C=CC=2P(C2C=CC=CC=2)C2C=CC=CC=2)C=CC=CC=1>[F:1][C:2]([F:35])([F:34])[C:3]1[CH:4]=[C:5]([C:13]([N:15]2[CH2:20][CH2:19][C@H:18]([C:21]3[CH:26]=[CH:25][CH:24]=[C:23]([N:40]4[CH2:41][CH2:42][N:37]([CH3:36])[CH2:38][CH2:39]4)[CH:22]=3)[C@H:17]([C:28]3[CH:33]=[CH:32][CH:31]=[CH:30][CH:29]=3)[CH2:16]2)=[O:14])[CH:6]=[C:7]([C:9]([F:12])([F:11])[F:10])[CH:8]=1 |f:2.3|. Reported procedure: To a solution of rac-cis-(3,5-bis-trifluoromethyl-phenyl)-[4-(3-bromo-phenyl)-3-phenyl-piperidin-1-yl]-methanone (500 mg, 0.899 mmol) in 5 mL dry toluene was added 1-methyl-piperazine (0.123 mL, 1.08 mmol), sodium tert.-butoxide (125 mg, 1.26 mmol), bis(dibenzylidenacetone)palladium (2.1 mg, 0.002 mmol) and rac-2,2′-bis(diphenylphosphino)-1,1′-binaphthyl (4.3 mg, 0.007 mmol) and than refluxed overnight. The reaction mixture was diluted with 10 mL water and extracted three times with 20 mL ethyl ... Starting materials: O=C(Nc1cn2nc(Sc3nnc4ccc(Br)cn34)ccc2n1)C1CC1, CC(C)(C)OC(=O)Nc1cn2nc(I)ccc2n1, Sc1nnc2ccccn12. Product: CC(C)(C)OC(=O)Nc1cn2nc(Sc3nnc4ccccn34)ccc2n1. Reaction SMILES: [Br:29][c:30]1[cH:31][cH:32][c:33]2[n:34]([c:35]([S:36][c:37]3[cH:38][cH:39][c:40]4[n:41]([cH:42][c:43]([NH:44][C:45]([CH:46]5[CH2:47][CH2:48]5)=[O:49])[n:50]4)[n:51]3)[n:52][n:53]2)[cH:54]1.[I:1][c:2]1[cH:3][cH:4][c:5]2[n:6]([n:7]1)[cH:8][c:9]([NH:11][C:12]([O:13][C:14]([CH3:15])([CH3:16])[CH3:17])=[O:18])[n:10]2.[n:19]1[n:20][c:21]([SH:28])[n:22]2[c:23]1[cH:24][cH:25][cH:26][cH:27]2>>[c:2]1([S:28][c:21]2[n:20][n:19][c:23]3[n:22]2[cH:27][cH:26][cH:25][cH:24]3)[cH:3][cH:4][c:5]2[n:6]([n:7]1)[cH:8][c:9]([NH:11][C:12]([O:13][C:14]([CH3:15])([CH3:16])[CH3:17])=[O:18])[n:10]2. Starting materials: COC(=O)C1=NC=C(C=C1N)C#CCO[Si](C)(C)C(C)(C)C (3-amino-5-[3-(tert-butyl-dimethyl-silanyloxy)-prop-1-ynyl)-pyridine-2-carboxylic acid methyl ester), C(=O)(C(F)(F)F)O (TFA), C1(=CC=CC=C1)C (toluene). Run in C(Cl)Cl (DCM). Reaction conditions: time 17 hour. Product: COC(=O)C1=NC=C(C=C1N)C#CCO (3-Amino-5-(3-hydroxy-prop-1-ynyl)-pyridine-2-carboxylic acid methyl ester). As a reaction SMILES: [CH3:1][O:2][C:3]([C:5]1[C:10]([NH2:11])=[CH:9][C:8]([C:12]#[C:13][CH2:14][O:15][Si](C(C)(C)C)(C)C)=[CH:7][N:6]=1)=[O:4].C(O)(C(F)(F)F)=O.C1(C)C=CC=CC=1>C(Cl)Cl>[CH3:1][O:2][C:3]([C:5]1[C:10]([NH2:11])=[CH:9][C:8]([C:12]#[C:13][CH2:14][OH:15])=[CH:7][N:6]=1)=[O:4]. Reported procedure: To a solution of 3-amino-5-[3-(tert-butyl-dimethyl-silanyloxy)-prop-1-ynyl)-pyridine-2-carboxylic acid methyl ester (711 mg, 2.22 mmol) in DCM (6 ml) was added 10.2 ml TFA (133 mmol) at 0° C. and the mixture was stirred at room temperature for 17 h. To the mixture was added toluene (18 ml) and the solvents were evaporated. The residue was dissolved in EtOAc (66 ml) and washed with aq. 1M Na2CO3 solution, the aq. Phase was extracted back with EtOAc. The combined organic layers were washed with ha... The reactants are C(\C=C(/C)\CCC=C(C)C)CC(C)=O (geranylacetone), stainless steel. Reagents/catalysts: [Ru] (rutheniumon carbon). The solvent is CO (methanol). Conditions: temperature 40 celsius, time 12.5 minute. Yields the product CC(CCCC(C)O)CCCC(C)C (6,10-dimethyl-2-undecanol). Isolated yield 96.6%. Reaction SMILES: [CH2:1]([CH2:11][C:12](=[O:14])[CH3:13])/[CH:2]=[C:3](/[CH2:5][CH2:6][CH:7]=[C:8]([CH3:10])[CH3:9])\[CH3:4]>[Ru].CO>[CH3:4][CH:3]([CH2:5][CH2:6][CH2:7][CH:8]([CH3:10])[CH3:9])[CH2:2][CH2:1][CH2:11][CH:12]([OH:14])[CH3:13]. Procedure details: To a glass autoclave liner is added 299 g of geranylacetone, 3.8 g of 5% rutheniumon carbon and 150 ml of methanol. The glass liner is sealed inside a 3 L, stainless steel, rocking autoclave and the autoclave purged once with 250 psig N2, once with 250 psig H2 and then charged with 1000 psig H2. With mixing, the reaction mixture is heated. At about 75° C., the reaction initiates and begins consuming H2 and exotherms to 170-180° C. In 10-15 minutes, the temperature has dropped to 100-110° C. and ...